This data is from the Open Reaction Database (ORD), a public repository of structured organic reaction records. The task is: describe an organic reaction: reactants, conditions, products, and yield Starting materials: C[C@]12CC[C@@H](C1(C)C)CC2C(=C)C(=O)[O-] (isobornyl acrylate), acrylates, C(C=C)(=O)OCCCO (hydroxypropyl acrylate), C(C=C)(=O)OCCCC (butyl acrylate), C=CC1=CC=CC=C1 (styrene), CC(=C)CC(C)(C)C (diisobutylene), C=CC1=CC=CC=C1 (styrene). Conditions: temperature 150 celsius, time 2 hour. The product is CC(=C)CC(C)(C)C.C=CC1=CC=CC=C1 (diisobutylene styrene). As a reaction SMILES: [CH2:1]=[CH:2][C:3]1[CH:8]=[CH:7][CH:6]=[CH:5][CH:4]=1.[CH3:9][C:10]([CH2:12][C:13]([CH3:16])([CH3:15])[CH3:14])=[CH2:11].C(OCCCO)(=O)C=C.C[C@@]12C(C(C([O-])=O)=C)C[C@H](C1(C)C)CC2.C(OCCCC)(=O)C=C>>[CH3:11][C:10]([CH2:12][C:13]([CH3:16])([CH3:15])[CH3:14])=[CH2:9].[CH2:1]=[CH:2][C:3]1[CH:8]=[CH:7][CH:6]=[CH:5][CH:4]=1 |f:5.6|. Reported procedure: Charge 1 was added to a 4-liter stirred stainless steel pressure reactor. The reactor was pressurized with nitrogen providing a 5 psig pad on the reactor. The agitation on the reactor was set at 500 rpm and the reactor temperature was adjusted to 150° C. Charge 2 was added to the reactor at an addition rate of 36 grams/hour over a 2.5 hour period. After 15 minutes Charge 3 was added to reactor at an addition rate of 1000 grams/hour over a 2 hour period. During the monomer addition the temperatur... The reactants are BrC=1C=CC(=NC1)C(=O)N(C1=CC=C(C=C1)CN1C[C@@H](N(CC1)C(=O)OC(C)(C)C)C)C (1,1-dimethylethyl (2S)-4-({4-[[(5-bromo-2-pyridinyl)carbonyl](methyl)amino]phenyl}methyl)-2-methyl-1-piperazinecarboxylate), FC1=CC=C(N)C=C1 (4-fluoroaniline). Run at time 18 hour. Yields the product FC1=CC=C(C=C1)NC=1C=CC(=NC1)C(=O)N(C1=CC=C(C=C1)CN1C[C@@H](N(CC1)C(=O)OC(C)(C)C)C)C (1,1-Dimethylethyl (2S)-4-({4-[({5-[(4-fluorophenyl)amino]-2-pyridinyl}carbonyl)(methyl)amino]phenyl}methyl)-2-methyl-1-piperazinecarboxylate). As a reaction SMILES: Br[C:2]1[CH:3]=[CH:4][C:5]([C:8]([N:10]([CH3:32])[C:11]2[CH:16]=[CH:15][C:14]([CH2:17][N:18]3[CH2:23][CH2:22][N:21]([C:24]([O:26][C:27]([CH3:30])([CH3:29])[CH3:28])=[O:25])[C@@H:20]([CH3:31])[CH2:19]3)=[CH:13][CH:12]=2)=[O:9])=[N:6][CH:7]=1.[F:33][C:34]1[CH:40]=[CH:39][C:37]([NH2:38])=[CH:36][CH:35]=1>>[F:33][C:34]1[CH:40]=[CH:39][C:37]([NH:38][C:2]2[CH:3]=[CH:4][C:5]([C:8]([N:10]([CH3:32])[C:11]3[CH:16]=[CH:15][C:14]([CH2:17][N:18]4[CH2:23][CH2:22][N:21]([C:24]([O:26][C:27]([CH3:30])([CH3:29])[CH3:28])=[O:25])[C@@H:20]([CH3:31])[CH2:19]4)=[CH:13][CH:12]=3)=[O:9])=[N:6][CH:7]=2)=[CH:36][CH:35]=1. Reported procedure: The title compound was prepared 1,1-dimethylethyl (2S)-4-({4-[[(5-bromo-2-pyridinyl)carbonyl](methyl)amino]phenyl}methyl)-2-methyl-1-piperazinecarboxylate (D72) and 4-fluoroaniline using a method similar to that described for D58 in Description 58 although the reaction time was 18 h. MS (ES): MH+ 534.2. Starting materials: [H-].[Na+] (sodium hydride), P(Cl)(Cl)Cl (phosphorus trichloride), O=C1NC2=CC(=CC=C2C1)C#N (2-oxoindoline-6-carbonitrile), ClC1=[N+](C=C(C(=O)OCC)C=C1)[O-] (ethyl 6-chloronicotinate 1-oxide). Solvent: C(O)([O-])=O.[Na+] (sodium hydrogen carbonate), CN(C=O)C (N,N-dimethylformamide), CN(C=O)C (N,N-dimethylformamide), C(O)([O-])=O.[Na+] (sodium hydrogen carbonate). Run at time 10 minute. Product: C(#N)C1=CC=C2C(=C(NC2=C1)O)C1=NC=C(C(=O)OCC)C=C1 (Ethyl 6-(6-cyano-2-hydroxy-1H-indol-3-yl)nicotinate). The yield is 59.7%. Reaction SMILES: [H-].[Na+].[O:3]=[C:4]1[CH2:12][C:11]2[C:6](=[CH:7][C:8]([C:13]#[N:14])=[CH:9][CH:10]=2)[NH:5]1.Cl[C:16]1[CH:26]=[CH:25][C:19]([C:20]([O:22][CH2:23][CH3:24])=[O:21])=[CH:18][N+:17]=1[O-].P(Cl)(Cl)Cl>C(=O)([O-])O.[Na+].CN(C)C=O>[C:13]([C:8]1[CH:7]=[C:6]2[C:11]([C:12]([C:16]3[CH:26]=[CH:25][C:19]([C:20]([O:22][CH2:23][CH3:24])=[O:21])=[CH:18][N:17]=3)=[C:4]([OH:3])[NH:5]2)=[CH:10][CH:9]=1)#[N:14] |f:0.1,5.6|. Procedure details: To a N,N-dimethylformamide (6 mL) suspension of sodium hydride (97%, 0.144 g, 6.0 mmol) was added 2-oxoindoline-6-carbonitrile (0.712 g, 4.5 mmol). The formed mixture was stirred for 10 min at room temperature followed by the addition of ethyl 6-chloronicotinate 1-oxide (0.605 g, 3.0 mmol). The resulting reaction mixture was set under N2 atmosphere and stirred for 2 h at room temperature. The N,N-dimethylformamide reaction solution was diluted with a saturated aqueous sodium hydrogen carbonate s... The reactants are Cl (HCl), N[C@@H](CCC(N)=O)C(=O)N[C@H](CC1=CN(C2=CC=CC=C12)C=O)C(=O)N[C@@H](CC1=CC=CC=C1)C(=O)OCC1=CC=CC=C1 (H-Gln-D-Trp(CHO)-Phe-OBzl), C(=O)[O-].[Na+] (sodium formate), CC(=O)OC(=O)C (Ac2O). Run in C(=O)O (formic acid), O (Water). The product is C(=O)N[C@@H](CCC(N)=O)C(=O)N[C@H](CC1=CN(C2=CC=CC=C12)C=O)C(=O)N[C@@H](CC1=CC=CC=C1)C(=O)OCC1=CC=CC=C1 (HCO-Gln-D-Trp(CHO)-Phe-OBzl). Isolated yield 78.2%. Reaction SMILES: Cl.[NH2:2][C@H:3]([C:9]([NH:11][C@@H:12]([C:25]([NH:27][C@H:28]([C:36]([O:38][CH2:39][C:40]1[CH:45]=[CH:44][CH:43]=[CH:42][CH:41]=1)=[O:37])[CH2:29][C:30]1[CH:35]=[CH:34][CH:33]=[CH:32][CH:31]=1)=[O:26])[CH2:13][C:14]1[C:22]2[C:17](=[CH:18][CH:19]=[CH:20][CH:21]=2)[N:16]([CH:23]=[O:24])[CH:15]=1)=[O:10])[CH2:4][CH2:5][C:6](=[O:8])[NH2:7].[CH:46]([O-])=[O:47].[Na+].CC(OC(C)=O)=O>C(O)=O.O>[CH:46]([NH:2][C@H:3]([C:9]([NH:11][C@@H:12]([C:25]([NH:27][C@H:28]([C:36]([O:38][CH2:39][C:40]1[CH:41]=[CH:42][CH:43]=[CH:44][CH:45]=1)=[O:37])[CH2:29][C:30]1[CH:31]=[CH:32][CH:33]=[CH:34][CH:35]=1)=[O:26])[CH2:13][C:14]1[C:22]2[C:17](=[CH:18][CH:19]=[CH:20][CH:21]=2)[N:16]([CH:23]=[O:24])[CH:15]=1)=[O:10])[CH2:4][CH2:5][C:6](=[O:8])[NH2:7])=[O:47] |f:2.3|. Procedure details: To a solution of HCl.H-Gln-D-Trp(CHO)-Phe-OBzl (0.33 g) and sodium formate (0.35 g) in formic acid (21 ml) was added dropwise Ac2O (7 ml) under ice-cooling. The mixture was stirred for three and half an hour at room temperature. Water (10 ml) was added to the mixture and then evaporated. To the residue, water was added and evaporated. The residue was pulverized with water, filtered. The solids were dissolved in DMF and reprecipitated with ethyl acetate, filtered and dried to give HCO-Gln-D-Trp(C... Starting materials: C(CC)N1C(=C(C(=O)O)C(C=C1C1=CC=CC=C1)=O)C1=CC=CC=C1 (1-propyl-2,6-diphenyl-4-oxonicotinic acid), [OH-].[Na+] (NaOH). Solvent: CO (methanol). The product is C(CC)N1C(=C(C(=O)[O-])C(C=C1C1=CC=CC=C1)=O)C1=CC=CC=C1.[Na+] (sodium 1-propyl-2,6-diphenyl-4-oxonicotinate). Yield: 93.8%. RXN SMILES: [CH2:1]([N:4]1[C:12]([C:13]2[CH:18]=[CH:17][CH:16]=[CH:15][CH:14]=2)=[CH:11][C:10](=[O:19])[C:6]([C:7]([OH:9])=[O:8])=[C:5]1[C:20]1[CH:25]=[CH:24][CH:23]=[CH:22][CH:21]=1)[CH2:2][CH3:3].[OH-].[Na+:27]>CO>[CH2:1]([N:4]1[C:12]([C:13]2[CH:14]=[CH:15][CH:16]=[CH:17][CH:18]=2)=[CH:11][C:10](=[O:19])[C:6]([C:7]([O-:9])=[O:8])=[C:5]1[C:20]1[CH:25]=[CH:24][CH:23]=[CH:22][CH:21]=1)[CH2:2][CH3:3].[Na+:27] |f:1.2,4.5|. Procedure details: 1.5 gms of 1-propyl-2,6-diphenyl-4-oxonicotinic acid, 0.202 gms of NaOH and 50 mls of dry methanol were mixed. Evaporation of the solvent yielded 1.5 gms of sodium 1-propyl-2,6-diphenyl-4-oxonicotinate as a white glassy solid. Starting materials: ClC=1C(=C(C(=C2C1C(=O)OC2=O)Cl)Cl)Cl (tetrachlorophthalic anhydride), NC=1C=CC(=C(C(=O)OC(C)C)C1)Cl (1-methylethyl 5-amino-2-chlorobenzoate). Run in C1(=CC=CC=C1)C (toluene). Run at time 8 hour. Product: ClC1=C(C(=O)O)C(=C(C(=C1Cl)Cl)Cl)C(=O)NC1=CC(=C(C=C1)Cl)C(=O)OC(C)C (2,3,4,5-Tetrachloro-6-[[[4-chloro-3-(1-methylethoxycarbonyl)phenyl]amino]carbonyl]benzoic acid). The yield is 70.0%. As a reaction SMILES: [Cl:1][C:2]1[C:3]([Cl:15])=[C:4]([Cl:14])[C:5]([Cl:13])=[C:6]2[C:11](=[O:12])[O:10][C:8](=[O:9])[C:7]=12.[NH2:16][C:17]1[CH:18]=[CH:19][C:20]([Cl:29])=[C:21]([CH:28]=1)[C:22]([O:24][CH:25]([CH3:27])[CH3:26])=[O:23]>C1(C)C=CC=CC=1>[Cl:13][C:5]1[C:4]([Cl:14])=[C:3]([Cl:15])[C:2]([Cl:1])=[C:7]([C:8]([NH:16][C:17]2[CH:18]=[CH:19][C:20]([Cl:29])=[C:21]([C:22]([O:24][CH:25]([CH3:27])[CH3:26])=[O:23])[CH:28]=2)=[O:9])[C:6]=1[C:11]([OH:10])=[O:12]. Reported procedure: A mixture of tetrachlorophthalic anhydride (2.97 g, 0.010 mole), 1-methylethyl 5-amino-2-chlorobenzoate (2.22 g, 0.010 mole) and toluene (100 ml) was heated slowly to reflux with stirring, then left overnight at room temperature. Filtration of the reaction mixture gave the title compound, m.p. 178°-179° C. (3.45 g, 70% yield). Yields the product CN(Cc1cc2ccccc2o1)C(=O)C=Cc1cnc2c(c1)CCC(=O)N2. Starting materials: CNCc1cc2ccccc2o1, CNCc1c(C)[nH]c2ccccc12, Cl, Cl, O=C(O)C=Cc1ccc2c(c1)CC(=O)N2, O=C(O)C=Cc1cnc2c(c1)CCC(=O)N2. RXN SMILES: [CH3:34][NH:35][CH2:36][c:37]1[o:38][c:39]2[c:40]([cH:41]1)[cH:42][cH:43][cH:44][cH:45]2.[CH3:46][c:47]1[nH:48][c:49]2[c:50]([c:51]1[CH2:52][NH:53][CH3:54])[cH:55][cH:56][cH:57][cH:58]2.[ClH:18].[ClH:1].[O:19]=[C:20]1[CH2:21][c:22]2[c:23]([cH:24][cH:25][c:26]([CH:27]=[CH:28][C:29]([OH:30])=[O:31])[cH:32]2)[NH:33]1.[O:2]=[C:3]1[CH2:4][CH2:5][c:6]2[cH:7][c:8]([CH:13]=[CH:14][C:15](=[O:16])[OH:17])[cH:9][n:10][c:11]2[NH:12]1>>[O:2]=[C:3]1[CH2:4][CH2:5][c:6]2[cH:7][c:8]([CH:13]=[CH:14][C:15](=[O:17])[N:35]([CH3:34])[CH2:36][c:37]3[o:38][c:39]4[c:40]([cH:41]3)[cH:42][cH:43][cH:44][cH:45]4)[cH:9][n:10][c:11]2[NH:12]1. Starting materials: CCCCO, CCO, CCN(C(C)C)C(C)C, Fc1nc(Cl)c2[nH]cnc2n1, Fc1nc(NC2CCCCC2)c2[nH]cnc2n1, NC1CCCCC1, Nc1ccc(N2CCOCC2)cc1. Product: c1nc2nc(Nc3ccc(N4CCOCC4)cc3)nc(NC3CCCCC3)c2[nH]1. As a reaction SMILES: [CH2:58]([OH:59])[CH2:60][CH2:61][CH3:62].[CH3:63][CH2:64][OH:65].[CH:19]([N:20]([CH:21]([CH3:22])[CH3:23])[CH2:24][CH3:25])([CH3:26])[CH3:27].[F:1][c:2]1[n:3][c:4]2[c:5]([nH:6][cH:7][n:8]2)[c:9]([Cl:10])[n:11]1.[F:28][c:29]1[n:30][c:31]([NH:38][CH:39]2[CH2:40][CH2:41][CH2:42][CH2:43][CH2:44]2)[c:32]2[nH:33][cH:34][n:35][c:36]2[n:37]1.[NH2:12][CH:13]1[CH2:14][CH2:15][CH2:16][CH2:17][CH2:18]1.[O:45]1[CH2:46][CH2:47][N:48]([c:51]2[cH:52][cH:53][c:54]([NH2:55])[cH:56][cH:57]2)[CH2:49][CH2:50]1>>[c:29]1([NH:55][c:54]2[cH:53][cH:52][c:51]([N:48]3[CH2:47][CH2:46][O:45][CH2:50][CH2:49]3)[cH:57][cH:56]2)[n:30][c:31]([NH:38][CH:39]2[CH2:40][CH2:41][CH2:42][CH2:43][CH2:44]2)[c:32]2[nH:33][cH:34][n:35][c:36]2[n:37]1. Starting materials: C(C1=CC=CC=C1)(=O)Cl (benzoyl chloride), [Cl-].[Al+3].[Cl-].[Cl-] (aluminum chloride), BrC=1C=CC2=C(C(CO2)(C)C)C1 (5-bromo-3,3-dimethyl-2,3-dihydro-benzofuran), ClCCl (dichloromethane), BrC=1C=CC2=C(C(CO2)(C)C)C1 (5-bromo-3,3-dimethyl-2,3-dihydro-benzofuran). Solvent: C(C)(=O)OCC (ethyl acetate), CCCCCC (hexane). Product: C(C1=CC=CC=C1)(=O)C1=CC(=CC=2C(COC21)(C)C)Br (7-Benzoyl-5-bromo-3,3-dimethyl-2,3-dihydro-benzofuran). RXN SMILES: [Cl-].[Al+3].[Cl-].[Cl-].ClCCl.[Br:8][C:9]1[CH:10]=[CH:11][C:12]2[O:16][CH2:15][C:14]([CH3:18])([CH3:17])[C:13]=2[CH:19]=1.[C:20](Cl)(=[O:27])[C:21]1[CH:26]=[CH:25][CH:24]=[CH:23][CH:22]=1>CCCCCC.C(OCC)(=O)C>[C:20]([C:11]1[C:12]2[O:16][CH2:15][C:14]([CH3:17])([CH3:18])[C:13]=2[CH:19]=[C:9]([Br:8])[CH:10]=1)(=[O:27])[C:21]1[CH:26]=[CH:25][CH:24]=[CH:23][CH:22]=1 |f:0.1.2.3|. Procedure: Following General Procedure I and using aluminum chloride (1.76 g, 13.2 mmol), 20 mL of anhydrous dichloromethane, 5-bromo-3,3-dimethyl-2,3-dihydro-benzofuran (Intermediate 2, 1.5 g, 6.61 mmol) and benzoyl chloride (1.53 mL, 13.2 mmol) followed by flash column chromatography on silica gel (230-1400 mesh) using 7% ethyl acetate in hexane as the eluent, the title compound was obtained (2.15 g, 99%). The reactants are S(=S)(=O)([O-])[O-].[Na+].[Na+] (sodium thiosulfate), [I-].[Na+] (sodium iodide), II (iodine), II (iodine), C1(=CC=CC=C1)P(C1=CC=CC=C1)C1=CC=CC=C1 (triphenylphosphine), II (iodine), CS(=O)C=1C=C2N(CCC2C#N)C1 (6-Methylsulfinyl-1,2-dihydro-3H-pyrrolo[1,2-a]pyrrole-1-carbonitrile). The solvent is CCOCC (ether), C(C)#N (acetonitrile), C(C)#N (acetonitrile). Run at time 1 minute. Yields the product CSC=1C=C2N(CCC2C#N)C1 (6-Methylthio-1,2-dihydro-3H-pyrrolo[1,2-a]pyrrole-1-carbonitrile). As a reaction SMILES: II.C1(P(C2C=CC=CC=2)C2C=CC=CC=2)C=CC=CC=1.[CH3:22][S:23]([C:25]1[CH:26]=[C:27]2[CH:31]([C:32]#[N:33])[CH2:30][CH2:29][N:28]2[CH:34]=1)=O.[I-].[Na+].S([O-])([O-])(=O)=S.[Na+].[Na+]>C(#N)C.CCOCC>[CH3:22][S:23][C:25]1[CH:26]=[C:27]2[CH:31]([C:32]#[N:33])[CH2:30][CH2:29][N:28]2[CH:34]=1 |f:3.4,5.6.7|. Procedure: Powdered iodine (1 eq.) was added to a stirred solution of triphenylphosphine (1.15 eq.) in dry acetonitrile (10 ml/mmol of sulfoxide to be used) in a nitrogen atmosphere. The mixture was stirred until the iodine color was no longer present and a yellow colored suspension had formed. The sulfoxide (IX) (1 eq.) in dry acetonitrile (2.5 ml/mmol sulfoxide) was added in one portion. This was immediately followed by adding the solid powdered sodium iodide (2 eq.). The mixture was stirred and rapidly ...